From a dataset of the Open Reaction Database (ORD), a public repository of structured organic reaction records. describe an organic reaction: reactants, conditions, products, and yield As a reaction SMILES: [F:1][C:2]1[CH:3]=[C:4]2[C:9]3=[C:10]([CH2:13][CH:14]([CH3:15])[N:8]3[CH:7]=[C:6]([C:16]([OH:18])=[O:17])[C:5]2=[O:19])[C:11]=1[F:12].[N+:20]([O-])([O-:22])=[O:21].[K+]>S(=O)(=O)(O)O>[F:1][C:2]1[C:3]([N+:20]([O-:22])=[O:21])=[C:4]2[C:9]3=[C:10]([CH2:13][CH:14]([CH3:15])[N:8]3[CH:7]=[C:6]([C:16]([OH:18])=[O:17])[C:5]2=[O:19])[C:11]=1[F:12] |f:1.2|. The solvent is S(O)(O)(=O)=O (sulfuric acid). Yields the product FC=1C(=C2C(C(=CN3C2=C(C1F)CC3C)C(=O)O)=O)[N+](=O)[O-] (8,9-difluoro-2-methyl-7-nitro-6-oxo-1,2-dihydro-pyrrolo[3,2,1-ij]quinoline-5-carboxylic acid). Starting materials: [N+](=O)([O-])[O-].[K+] (potassium nitrate), FC=1C=C2C(C(=CN3C2=C(C1F)CC3C)C(=O)O)=O (8,9-Difluoro-2-methyl-6-oxo-1,2-dihydro-pyrrolo[3,2,1-ij]quinoline-5-carboxylic acid), ice water. Procedure details: 8,9-Difluoro-2-methyl-6-oxo-1,2-dihydro-pyrrolo[3,2,1-ij]quinoline-5-carboxylic acid (11.5 g) is dissolved in conc. sulfuric acid (120 ml), and thereto is added potassium nitrate (17 g), and the mixture is reacted at an inner temperature of 70° C. for 2 hours. After the reaction, the reaction mixture is added to ice-water (1 liter), and the precipitated crystals are separated by filtration and recrystallized from dimethylformamide to give 8,9-difluoro-2-methyl-7-nitro-6-oxo-1,2-dihydro-pyrrolo[3... Isolated yield 50.6%. Starting materials: CC=1C=C2N(CCCCC2C(=O)OC(C)C)C1 (isopropyl 2-methyl-6,7,8,9-tetrahydro-5H-pyrrolo[1,2-a]azepine-9-carboxylate), CN(C(=O)C1=CC=C(C=C1)C)C (N,N-dimethyl-p-toluamide). Product: C1(=CC=C(C=C1)C(=O)C1=C(C=C2N1CCCC2C(=O)OC(C)C)C)C (isopropyl 3-p-toluoyl-2-methyl-5,6,7,8-tetrahydropyrrolo[1,2-a]pyridine-8-carboxylate). As a reaction SMILES: [CH3:1][C:2]1[CH:3]=[C:4]2[CH:10]([C:11]([O:13][CH:14]([CH3:16])[CH3:15])=[O:12])[CH2:9]C[CH2:7][CH2:6][N:5]2[CH:17]=1.CN(C)[C:20]([C:22]1[CH:27]=[CH:26][C:25]([CH3:28])=[CH:24][CH:23]=1)=[O:21]>>[C:25]1([CH3:28])[CH:26]=[CH:27][C:22]([C:20]([C:17]2[N:5]3[CH2:6][CH2:7][CH2:9][CH:10]([C:11]([O:13][CH:14]([CH3:15])[CH3:16])=[O:12])[C:4]3=[CH:3][C:2]=2[CH3:1])=[O:21])=[CH:23][CH:24]=1. Reported procedure: In like manner, condensing isopropyl 2-methyl-6,7,8,9-tetrahydro-5H-pyrrolo[1,2-a]azepine-9-carboxylate with N,N-dimethyl-p-toluamide there is obtained isopropyl 5-p-toluoyl-2-methyl-6,7,8,9-tetrahydro-5H-pyrrolo[1,2-a]azepine-1-carboxylate (XI, R=CH3, L=p-CHR=iC3H72, n=2). The reactants are N1(C=NC=C1)CC=1N=C(OC1)C1=CC=C(C=C1)O (4-(4-imidazol-1-ylmethyl-oxazol-2-yl)-phenol), C([O-])([O-])=O.[Cs+].[Cs+] (cesium carbonate), ClCC=1N=C(OC1)C=CC1=CC=C(C=C1)S(=O)C(F)(F)F (4-chloromethyl-2-[2-(4-trifluoromethylsulfinyl-phenyl)-vinyl]-oxazole), [I-].[K+] (potassium iodide). The solvent is CC(CC)=O (butanone). Reaction conditions: temperature 60 celsius, time 30 minute. Product: FC(S(=O)C1=CC=C(C=C1)/C=C/C=1OC=C(N1)COC1=CC=C(C=C1)C=1OC=C(N1)CN1C=NC=C1)(F)F (1-[2-(4-{2-[(E)-2-(−4-Trifluoromethylsulfinyl-phenyl)-vinyl]-oxazol-4-ylmethoxy}-phenyl)-oxazol-4-ylmethyl]-1H-imidazole). As a reaction SMILES: [N:1]1([CH2:6][C:7]2[N:8]=[C:9]([C:12]3[CH:17]=[CH:16][C:15]([OH:18])=[CH:14][CH:13]=3)[O:10][CH:11]=2)[CH:5]=[CH:4][N:3]=[CH:2]1.C(=O)([O-])[O-].[Cs+].[Cs+].Cl[CH2:26][C:27]1[N:28]=[C:29]([CH:32]=[CH:33][C:34]2[CH:39]=[CH:38][C:37]([S:40]([C:42]([F:45])([F:44])[F:43])=[O:41])=[CH:36][CH:35]=2)[O:30][CH:31]=1.[I-].[K+]>CC(=O)CC>[F:45][C:42]([F:43])([F:44])[S:40]([C:37]1[CH:38]=[CH:39][C:34](/[CH:33]=[CH:32]/[C:29]2[O:30][CH:31]=[C:27]([CH2:26][O:18][C:15]3[CH:16]=[CH:17][C:12]([C:9]4[O:10][CH:11]=[C:7]([CH2:6][N:1]5[CH:5]=[CH:4][N:3]=[CH:2]5)[N:8]=4)=[CH:13][CH:14]=3)[N:28]=2)=[CH:35][CH:36]=1)=[O:41] |f:1.2.3,5.6|. Reported procedure: A mixture of 0.121 g (0.50 mmol) 4-(4-imidazol-1-ylmethyl-oxazol-2-yl)-phenol and 0.10 g (0.30 mmol) cesium carbonate in 10 ml butanone was stirred at 60° C. for 30 min, then 0.168 g (0.50 mmol) 4-chloromethyl-2-[2-(4-trifluoromethylsulfinyl-phenyl)-vinyl]-oxazole and 0.083 g (0.50 mmol) potassium iodide were added and stirring at 60° C. continued over night. After evaporation, 15 ml water was added and the mixture extracted with two portions of 15 ml ethyl acetate. The combined organic layers w... Reactants: CCO, CCOC(=O)c1cn(Cc2ccc(Cl)c(Cl)c2)nn1, [Na+], [OH-]. Yields the product O=C(O)c1cn(Cc2ccc(Cl)c(Cl)c2)nn1. Reaction SMILES: [CH3:22][CH2:23][OH:24].[Cl:1][c:2]1[cH:3][c:4]([CH2:9][n:10]2[n:11][n:12][c:13]([C:15](=[O:16])[O:17][CH2:18][CH3:19])[cH:14]2)[cH:5][cH:6][c:7]1[Cl:8].[Na+:21].[OH-:20]>>[Cl:1][c:2]1[cH:3][c:4]([CH2:9][n:10]2[n:11][n:12][c:13]([C:15](=[O:16])[OH:17])[cH:14]2)[cH:5][cH:6][c:7]1[Cl:8]. The reactants are C(=O)C=1C=C2CCCC(C2=CC1)NC(CC(C1=CC=CC=C1)NS(=O)(=O)C1=CC2=CC=CC=C2C=C1)=O (N-(6-formyl-1,2,3,4-tetrahydro-naphthalen-1-yl)-3-(naphthalen-2-yl-sulfonylamino)-3-phenyl-propionamide), N1CCCCC1 (piperidine). Yields the product C1=C(C=CC2=CC=CC=C12)S(=O)(=O)NC(CC(=O)NC1CCCC2=CC(=CC=C12)CN1CCCCC1)C1=CC=CC=C1 (3-(naphthalen-2-yl-sulfonylamino)-3-phenyl-N-(6-piperidin-1-ylmethyl-1,2,3,4-tetrahydro-naphthalen-1-yl)-propionamide). As a reaction SMILES: [CH:1]([C:3]1[CH:4]=[C:5]2[C:10](=[CH:11][CH:12]=1)[CH:9]([NH:13][C:14](=[O:37])[CH2:15][CH:16]([NH:23][S:24]([C:27]1[CH:36]=[CH:35][C:34]3[C:29](=[CH:30][CH:31]=[CH:32][CH:33]=3)[CH:28]=1)(=[O:26])=[O:25])[C:17]1[CH:22]=[CH:21][CH:20]=[CH:19][CH:18]=1)[CH2:8][CH2:7][CH2:6]2)=O.[NH:38]1[CH2:43][CH2:42][CH2:41][CH2:40][CH2:39]1>>[CH:28]1[C:29]2[C:34](=[CH:33][CH:32]=[CH:31][CH:30]=2)[CH:35]=[CH:36][C:27]=1[S:24]([NH:23][CH:16]([C:17]1[CH:22]=[CH:21][CH:20]=[CH:19][CH:18]=1)[CH2:15][C:14]([NH:13][CH:9]1[C:10]2[C:5](=[CH:4][C:3]([CH2:1][N:38]3[CH2:43][CH2:42][CH2:41][CH2:40][CH2:39]3)=[CH:12][CH:11]=2)[CH2:6][CH2:7][CH2:8]1)=[O:37])(=[O:26])=[O:25]. Procedure: The title compound was prepared from N-(6-formyl-1,2,3,4-tetrahydro-naphthalen-1-yl)-3-(naphthalen-2-yl-sulfonylamino)-3-phenyl-propionamide (Step G) by reductive amination with piperidine similar to that described in Example 1, Step H. MS (+ESI m/z): 582 (M+H)+. The reactants are N1N=CC=C1 (1H-pyrazole), FC1=CC=C(C#N)C=C1 (4-fluorobenzonitrile), [OH-].[Na+] (sodium hydroxide), CN(C=O)C (N,N-dimethylformamide). Run in O (H2O). Conditions: temperature 80 celsius. Yields the product N1(N=CC=C1)C1=CC=C(C#N)C=C1 (4-(1H-pyrazol-1-yl)benzonitrile). Isolated yield 61.5%. As a reaction SMILES: [NH:1]1[CH:5]=[CH:4][CH:3]=[N:2]1.[OH-].[Na+].CN(C)C=O.F[C:14]1[CH:21]=[CH:20][C:17]([C:18]#[N:19])=[CH:16][CH:15]=1>O>[N:1]1([C:14]2[CH:21]=[CH:20][C:17]([C:18]#[N:19])=[CH:16][CH:15]=2)[CH:5]=[CH:4][CH:3]=[N:2]1 |f:1.2|. Procedure details: Into a 50-mL 3-necked round-bottom flask purged and maintained with an inert atmosphere of nitrogen, was placed 1H-pyrazole (422 mg, 6.21 mmol, 1.50 equiv), sodium hydroxide (248 mg, 6.20 mmol, 1.50 equiv), and N,N-dimethylformamide (20 mL). The mixture was stirred and heated to 80° C. for 30 min, then to this was added 4-fluorobenzonitrile (500 mg, 4.13 mmol, 1.00 equiv). The resulting solution was stirred for 3 h at 110° C. in an oil bath. The resulting solution was diluted with 50 mL of H2O. ...